Dataset: the Open Reaction Database (ORD), a public repository of structured organic reaction records. Task: describe an organic reaction: reactants, conditions, products, and yield Starting materials: I.C1(=CC=CC=C1)C(NC(SC)=N)C1=CC=CC=C1 (1-diphenylmethyl-2-methyl-2-thiopseudourea hydroiodide), NCCCN (1,3-diaminopropane). The solvent is ClC1=C(C=CC=C1)Cl (o-dichlorobenzene). Product: I.C1(=CC=CC=C1)C(C1=CC=CC=C1)NC=1NCCCN1 (2-diphenylmethylamino-1,4,5,6-tetrahydropyrimidine hydroiodide). The yield is 62.6%. As a reaction SMILES: [IH:1].[C:2]1([CH:8]([C:14]2[CH:19]=[CH:18][CH:17]=[CH:16][CH:15]=2)[NH:9][C:10](=[NH:13])SC)[CH:7]=[CH:6][CH:5]=[CH:4][CH:3]=1.[NH2:20][CH2:21][CH2:22][CH2:23]N>ClC1C=CC=CC=1Cl>[IH:1].[C:2]1([CH:8]([NH:9][C:10]2[NH:20][CH2:21][CH2:22][CH2:23][N:13]=2)[C:14]2[CH:19]=[CH:18][CH:17]=[CH:16][CH:15]=2)[CH:7]=[CH:6][CH:5]=[CH:4][CH:3]=1 |f:0.1,4.5|. Procedure details: To 38.43 grams (0.10 mole) of 1-diphenylmethyl-2-methyl-2-thiopseudourea hydroiodide in 25 milliliters of o-dichlorobenzene was added 7.41 grams (0.10 mole) of 1,3-diaminopropane, and the mixture heated (below reflux temperature) for four hours with stirring; then the temperature was increased to reflux temperature and maintained under reflux for 12 hours. The mixture was allowed to cool to room temperature, the solvent decanted off and the residue dissolved in methanol. The methanol solution wa... Starting materials: ice water, C([O-])([O-])=O.[K+].[K+] (potassium carbonate), NCCN1C(NCC1)=O (1-(2-aminoethyl)imidazolidin-2-one), BrC=1C(=NC(=NC1)Cl)C=1SC=CC1 (5-Bromo-2-chloro-4-(thiophen-2-yl)pyrimidine). Solvent: CN1C(CCC1)=O (N-methyl pyrrolidone). Run at temperature 110 celsius. Yields the product BrC=1C(=NC(=NC1)NCCN1C(NCC1)=O)C=1SC=CC1 (1-(2-(5-Bromo-4-(thiophen-2-yl)pyrimidin-2-ylamino)ethyl)imidazolidin-2-one). Reaction SMILES: [Br:1][C:2]1[C:3]([C:9]2[S:10][CH:11]=[CH:12][CH:13]=2)=[N:4][C:5](Cl)=[N:6][CH:7]=1.C(=O)([O-])[O-].[K+].[K+].[NH2:20][CH2:21][CH2:22][N:23]1[CH2:27][CH2:26][NH:25][C:24]1=[O:28]>CN1CCCC1=O>[Br:1][C:2]1[C:3]([C:9]2[S:10][CH:11]=[CH:12][CH:13]=2)=[N:4][C:5]([NH:20][CH2:21][CH2:22][N:23]2[CH2:27][CH2:26][NH:25][C:24]2=[O:28])=[N:6][CH:7]=1 |f:1.2.3|. Reported procedure: 5-Bromo-2-chloro-4-(thiophen-2-yl)pyrimidine (2.0 g, 7.25 mmol) dissolved in N-methyl pyrrolidone (25 mL) was treated with potassium carbonate (2 g, 14.5 mmol) and 1-(2-aminoethyl)imidazolidin-2-one (1.125 g, 8.71 mmol). The reaction was heated to 110° C. overnight. The reaction was poured into ice water and extracted with dichloromethane. The organic layer was washed with saturated aqueous sodium bicarbonate, water and brine and then dried with sodium sulfate. Purification was achieved by flash... Starting materials: CS(=O)(=O)NC=1SC=C(N1)CC(=O)O (2-Methanesulfonamidothiazol-4-ylacetic acid), C(N)(=O)OCC=1CS[C@H]2N(C1C(=O)O)C(C2N)=O (3-carbamoyloxymethyl-7-amino-3-cephem-4-carboxylic acid), P(Cl)(Cl)(Cl)(Cl)Cl (phosphorus pentachloride), C[Si](C)(C)CC(=O)N (trimethylsilylacetamide). Product: C(N)(=O)OCC=1C(S[C@H]2N(C1C(=O)O)C(C2C=2N=C(SC2)NS(=O)(=O)C)=O)NC(C)=O (3-carbamoyloxymethyl-7-(2-methanesulfonamidothiazol-4-yl)-acetamido-3-cephem-4-carboxylic acid). Isolated yield 76.1%. As a reaction SMILES: [CH3:1][S:2]([NH:5][C:6]1[S:7][CH:8]=[C:9]([CH2:11][C:12]([OH:14])=O)[N:10]=1)(=[O:4])=[O:3].[C:15]([O:18][CH2:19][C:20]1[CH2:21][S:22][C@@H:23]2C(N)C(=O)[N:24]2[C:25]=1[C:26]([OH:28])=[O:27])(=[O:17])[NH2:16].P(Cl)(Cl)(Cl)(Cl)Cl.C[Si]([CH2:43][C:44]([NH2:46])=[O:45])(C)C>>[C:15]([O:18][CH2:19][C:20]1[CH:21]([NH:46][C:44](=[O:45])[CH3:43])[S:22][C@@H:23]2[CH:11]([C:9]3[N:10]=[C:6]([NH:5][S:2]([CH3:1])(=[O:3])=[O:4])[S:7][CH:8]=3)[C:12](=[O:14])[N:24]2[C:25]=1[C:26]([OH:28])=[O:27])(=[O:17])[NH2:16]. Procedure details: 2-Methanesulfonamidothiazol-4-ylacetic acid (1.13 g.), 3-carbamoyloxymethyl-7-amino-3-cephem-4-carboxylic acid (1.37 g.), phosphorus pentachloride (2.08 g.) and trimethylsilylacetamide (4.58 g.) were treated in the similar manner to that of Example 12 to give 3-carbamoyloxymethyl-7-(2-methanesulfonamidothiazol-4-yl)-acetamido-3-cephem-4-carboxylic acid (1.79 g.) Reactants: CC1=CC=C(C=N1)C1=CC=C(C=C1)[C@H]1[C@@H](C1)NS(=O)(=O)C(C)C (Trans-N-{-2-[4-(6-methyl-3-pyridinyl)phenyl]cyclopropyl}-2-propanesulfonamide), C(=O)([O-])[O-].[Na+].[Na+] (Na2CO3), CC1(OB(OC1(C)C)C1=CC=C(C=C1)[C@H]1[C@@H](C1)NS(=O)(=O)C(C)C)C (trans-N-{2-[4-(4,4,5,5-tetramethyl-1,3,2-dioxaborolan-2-yl)phenyl]cyclopropyl}-2-propanesulfonamide), BrC=1C=NC=C(C1)F (3-bromo-5-fluoropyridine), CC1(OB(OC1(C)C)C1=CC=C(C=C1)[C@H]1[C@@H](C1)NS(=O)(=O)C(C)C)C (trans-N-{2-[4-(4,4,5,5-tetramethyl-1,3,2-dioxaborolan-2-yl)phenyl]cyclopropyl}-2-propanesulfonamide). The reagents and catalysts are C=1C=CC(=CC1)[P](C=2C=CC=CC2)(C=3C=CC=CC3)[Pd]([P](C=4C=CC=CC4)(C=5C=CC=CC5)C=6C=CC=CC6)([P](C=7C=CC=CC7)(C=8C=CC=CC8)C=9C=CC=CC9)[P](C=1C=CC=CC1)(C=1C=CC=CC1)C=1C=CC=CC1 (Pd(PPh3)4), C=1C=CC(=CC1)[P](C=2C=CC=CC2)(C=3C=CC=CC3)[Pd]([P](C=4C=CC=CC4)(C=5C=CC=CC5)C=6C=CC=CC6)([P](C=7C=CC=CC7)(C=8C=CC=CC8)C=9C=CC=CC9)[P](C=1C=CC=CC1)(C=1C=CC=CC1)C=1C=CC=CC1.[Pd] (Tetrakis palladium). Run in O1CCOCC1 (1,4-dioxane). Product: FC=1C=C(C=NC1)C1=CC=C(C=C1)[C@H]1[C@@H](C1)NS(=O)(=O)C(C)C (Trans-N-{-2-[4-(5-fluoro-3-pyridinyl)phenyl]cyclopropyl}-2-propanesulfonamide). As a reaction SMILES: C[C:2]1[N:7]=[CH:6][C:5]([C:8]2[CH:13]=[CH:12][C:11]([C@@H:14]3[CH2:16][C@H:15]3[NH:17][S:18]([CH:21]([CH3:23])[CH3:22])(=[O:20])=[O:19])=[CH:10][CH:9]=2)=[CH:4][CH:3]=1.BrC1C=NC=C([F:31])C=1.CC1(C)C(C)(C)OB(C2C=CC([C@@H]3C[C@H]3NS(C(C)C)(=O)=O)=CC=2)O1.C([O-])([O-])=O.[Na+].[Na+]>O1CCOCC1.C1C=CC([P]([Pd]([P](C2C=CC=CC=2)(C2C=CC=CC=2)C2C=CC=CC=2)([P](C2C=CC=CC=2)(C2C=CC=CC=2)C2C=CC=CC=2)[P](C2C=CC=CC=2)(C2C=CC=CC=2)C2C=CC=CC=2)(C2C=CC=CC=2)C2C=CC=CC=2)=CC=1.[Pd].C1C=CC([P]([Pd]([P](C2C=CC=CC=2)(C2C=CC=CC=2)C2C=CC=CC=2)([P](C2C=CC=CC=2)(C2C=CC=CC=2)C2C=CC=CC=2)[P](C2C=CC=CC=2)(C2C=CC=CC=2)C2C=CC=CC=2)(C2C=CC=CC=2)C2C=CC=CC=2)=CC=1>[F:31][C:3]1[CH:4]=[C:5]([C:8]2[CH:13]=[CH:12][C:11]([C@@H:14]3[CH2:16][C@H:15]3[NH:17][S:18]([CH:21]([CH3:23])[CH3:22])(=[O:20])=[O:19])=[CH:10][CH:9]=2)[CH:6]=[N:7][CH:2]=1 |f:3.4.5,7.8,^1:72,74,93,112,150,152,171,190|. Reported procedure: A similar procedure was followed as set out above for trans-N-{-2-[4-(6-methyl-3-pyridinyl)phenyl]cyclopropyl}-2-propanesulfonamide racemic (Example 2) using 3-bromo-5-fluoropyridine (66.5 mg, 0.378 mmol), trans-N-{2-[4-(4,4,5,5-tetramethyl-1,3,2-dioxaborolan-2-yl)phenyl]cyclopropyl}-2-propanesulfonamide (Intermediate 8) (69 mg, 0.189 mmol) in dry 1,4-dioxane (1.0 ml), polymer supported Tetrakis palladium catalyst (Pol-Pd(PPh3)4) (51 mg, 0.00567 mmol) and Na2CO3 2M (0.236 ml, 0.472 mmol) to give... Reaction conditions: time 1.5 hour. Starting materials: FC(C=1C=C(C=CC1)C1=CC(=NO1)C(=O)OCC)(F)F (ethyl 5-[3-(trifluoromethyl)phenyl]isoxazole-3-carboxylate), [BH4-].[Na+] (sodium borohydride). Reaction SMILES: [F:1][C:2]([F:20])([F:19])[C:3]1[CH:4]=[C:5]([C:9]2[O:13][N:12]=[C:11]([C:14](OCC)=[O:15])[CH:10]=2)[CH:6]=[CH:7][CH:8]=1.[BH4-].[Na+]>C(O)C>[F:20][C:2]([F:1])([F:19])[C:3]1[CH:4]=[C:5]([C:9]2[O:13][N:12]=[C:11]([CH2:14][OH:15])[CH:10]=2)[CH:6]=[CH:7][CH:8]=1 |f:1.2|. Procedure details: To a stirred solution of ethyl 5-[3-(trifluoromethyl)phenyl]isoxazole-3-carboxylate (2 g, 7 mmol) in ethanol (70 mL) in an ice bath was added sodium borohydride (1.06 g, 28 mmol) portionwise. The resulting mixture was stirred at room temperature for 1.5 hours, which was then quenched with saturated ammonium chloride aqueous solution. Solvent was removed from the mixture under reduced pressure, and the residue was dissolved in ethyl acetate and washed with water. The organic layer was then dried ... Product: FC(C=1C=C(C=CC1)C1=CC(=NO1)CO)(F)F ({5-[3-(trifluoromethyl)phenyl]isoxazol-3-yl}methane-1-ol). Run in C(C)O (ethanol). Starting materials: CC(=O)N1CC(O)CC1C(=O)O, CO. Yields the product COC1CC(C(=O)O)N(C(C)=O)C1. Reaction SMILES: [C:1]([CH3:2])(=[O:3])[N:4]1[CH:5]([C:6](=[O:7])[OH:8])[CH2:9][CH:10]([OH:12])[CH2:11]1.[CH3:13][OH:14]>>[C:1]([CH3:2])(=[O:3])[N:4]1[CH:5]([C:6](=[O:7])[OH:8])[CH2:9][CH:10]([O:12][CH3:13])[CH2:11]1. Yields the product C=Cc1ccc2c(n1)COC(c1ccccc1)O2. Starting materials: [Br-], Cc1ccccc1, C[P+](c1ccccc1)(c1ccccc1)c1ccccc1, [Na+], [OH-], O, O=Cc1ccc2c(n1)COC(c1ccccc1)O2. RXN SMILES: [Br-:28].[CH3:21][c:22]1[cH:23][cH:24][cH:25][cH:26][cH:27]1.[CH3:29][P+:30]([c:31]1[cH:32][cH:33][cH:34][cH:35][cH:36]1)([c:37]1[cH:38][cH:39][cH:40][cH:41][cH:42]1)[c:43]1[cH:44][cH:45][cH:46][cH:47][cH:48]1.[Na+:20].[OH-:19].[OH2:49].[c:1]1([CH:7]2[O:8][CH2:9][c:10]3[n:11][c:12]([CH:17]=[O:18])[cH:13][cH:14][c:15]3[O:16]2)[cH:2][cH:3][cH:4][cH:5][cH:6]1>>[c:1]1([CH:7]2[O:8][CH2:9][c:10]3[n:11][c:12]([CH:17]=[CH2:21])[cH:13][cH:14][c:15]3[O:16]2)[cH:2][cH:3][cH:4][cH:5][cH:6]1. Starting materials: CC(C)OC(=O)/N=N/C(=O)OC(C)C (diisopropylazodicarboxylate), ClC=1C=C(C=CC1)C1=NNC(C2=C1N=CC=C2)=O (8-(3-chlorophenyl)pyrido-[2,3-d]pyridazin-5-one), COC1=CC=C(C=N1)CO (6-methoxy-3-hydroxymethyl pyridine), C1(=CC=CC=C1)P(C1=CC=CC=C1)C1=CC=CC=C1 (triphenylphosphine). Run in C1CCOC1 (THF). Run at time 18 hour. The product is ClC=1C=C(C=CC1)C1=NN(C(C2=C1N=CC=C2)=O)CC=2C=NC(=CC2)OC (8-(3-chlorophenyl)-6-(6-methoxy-3-pyridylmethyl)pyrido[2,3-d]-pyridazin-5-one). Yield: 0.1%. As a reaction SMILES: [Cl:1][C:2]1[CH:3]=[C:4]([C:8]2[C:13]3[N:14]=[CH:15][CH:16]=[CH:17][C:12]=3[C:11](=[O:18])[NH:10][N:9]=2)[CH:5]=[CH:6][CH:7]=1.[CH3:19][O:20][C:21]1[N:26]=[CH:25][C:24]([CH2:27]O)=[CH:23][CH:22]=1.C1(P(C2C=CC=CC=2)C2C=CC=CC=2)C=CC=CC=1.CC(OC(/N=N/C(OC(C)C)=O)=O)C>C1COCC1>[Cl:1][C:2]1[CH:3]=[C:4]([C:8]2[C:13]3[N:14]=[CH:15][CH:16]=[CH:17][C:12]=3[C:11](=[O:18])[N:10]([CH2:27][C:24]3[CH:25]=[N:26][C:21]([O:20][CH3:19])=[CH:22][CH:23]=3)[N:9]=2)[CH:5]=[CH:6][CH:7]=1. Procedure details: To a suspension of 8-(3-chlorophenyl)pyrido-[2,3-d]pyridazin-5-one (0.515 g, 2.0 moles), 6-methoxy-3-hydroxymethyl pyridine (0,306g, 2.2 moles) and triphenylphosphine (0.792 g, 3.0 moles) in THF (50 mL) was added diisopropylazodicarboxylate (0.6mL, 3.0 moles). The reaction mixture was stirred for 18 hours at room temperature. The solvent was removed and the product was purified by chromatography (ethyl acetate/hexane 2:3) and crystallized from methanol to yield 0.588g of 8-(3-chlorophenyl)-6-(6-...